Dataset: the Open Reaction Database (ORD), a public repository of structured organic reaction records. Task: describe an organic reaction: reactants, conditions, products, and yield The solvent is C1CCOC1.C(Cl)Cl (THF DCM). Starting materials: NCCCCN1CCC(CC1)C=1C=C(C=CC1)NC(C(C)C)=O (N-{3-[1-(4-aminobutyl)-4-piperidinyl]phenyl}-2-methylpropanamide), C1=CC=C(C=C1)C2=CC=C(C=C2)N=C=O (4-biphenyl isocyanate). As a reaction SMILES: [NH2:1][CH2:2][CH2:3][CH2:4][CH2:5][N:6]1[CH2:11][CH2:10][CH:9]([C:12]2[CH:13]=[C:14]([NH:18][C:19](=[O:23])[CH:20]([CH3:22])[CH3:21])[CH:15]=[CH:16][CH:17]=2)[CH2:8][CH2:7]1.[CH:24]1[CH:29]=[CH:28][C:27]([C:30]2[CH:35]=[CH:34][C:33]([N:36]=[C:37]=[O:38])=[CH:32][CH:31]=2)=[CH:26][CH:25]=1>C1COCC1.C(Cl)Cl>[C:30]1([C:27]2[CH:26]=[CH:25][CH:24]=[CH:29][CH:28]=2)[CH:31]=[CH:32][C:33]([NH:36][C:37]([NH:1][CH2:2][CH2:3][CH2:4][CH2:5][N:6]2[CH2:7][CH2:8][CH:9]([C:12]3[CH:13]=[C:14]([NH:18][C:19](=[O:23])[CH:20]([CH3:21])[CH3:22])[CH:15]=[CH:16][CH:17]=3)[CH2:10][CH2:11]2)=[O:38])=[CH:34][CH:35]=1 |f:2.3|. Procedure: Prepared by Procedure Q2 (THF/DCM, 1:3) and Scheme AT using N-{3-[1-(4-aminobutyl)-4-piperidinyl]phenyl}-2-methylpropanamide and 4-biphenyl isocyanate: ESMS m/e: 513.0 (M+H)+. The product is C1(=CC=C(C=C1)NC(=O)NCCCCN1CCC(CC1)C=1C=C(C=CC1)NC(C(C)C)=O)C1=CC=CC=C1 (N-{3-[1-(4-{[([1,1′-BIPHENYL]-4-YLAMINO)CARBONYL]AMINO}BUTYL)-4-PIPERIDINYL]PHENYL}-2-METHYLPROPANAMIDE). The reactants are CC=1C=C(C=CC1C)O (3,4-dimethylphenol), C1=C(C=CC=C1O)C (m-cresol), C(CCl)Cl (ethylene dichloride). The product is OC1=CC(=C(C=2C(CCC(C12)(C)C)(C)C)C)C (1-hydroxy-3,4,5,5,8,8-hexamethyl-5,6,7,8-tetrahydronaphthalene). RXN SMILES: [CH3:1][C:2]1[CH:3]=[C:4]([OH:9])[CH:5]=[CH:6][C:7]=1[CH3:8].[CH:10]1[C:15](O)=[CH:14][CH:13]=[CH:12][C:11]=1[CH3:17].[CH2:18](Cl)CCl>>[OH:9][C:4]1[C:5]2[C:14]([CH3:15])([CH3:18])[CH2:13][CH2:12][C:11]([CH3:10])([CH3:17])[C:6]=2[C:7]([CH3:8])=[C:2]([CH3:1])[CH:3]=1. Reported procedure: Employing procedures and materials similar to those described in Example 1, except that 3,4-dimethylphenol was substituted for m-cresol, and the reaction was carried out in the presence of ethylene dichloride as solvent, there was obtained 1-hydroxy-3,4,5,5,8,8-hexamethyl-5,6,7,8-tetrahydronaphthalene, 15% theor., GLC purity 100%, exhibiting the expected spectral data. Reactants: resultant solution, CCN=C=NCCCN(C)C (EDAC), CN1C(=CC2=CC=CC=C12)C(=O)O (1-methylindole-2-carboxylic acid), N[C@@H](C(C)C)C(=O)NC(CC(=O)OC(C)(C)C)C(CF)O (N-(valinyl)-3-amino-4-hydroxy-5-fluoropentanoic acid, t-butyl ester). Reagents/catalysts: CN(C)C=1C=CN=CC1 (DMAP). Solvent: C(Cl)Cl (methylene chloride). The product is CN1C(=CC2=CC=CC=C12)C(=O)N[C@@H](C(C)C)C(=O)NC(CC(=O)OC(C)(C)C)C(CF)O (N-[(1-Methylindole-2-Carbonyl)Valinyl]-3-Amino-4-Hydroxy-5-Fluoropentanoic Acid, t-Butyl Ester), solid. The yield is 65.0%. RXN SMILES: CCN=C=NCCCN(C)C.[CH3:12][N:13]1[C:21]2[C:16](=[CH:17][CH:18]=[CH:19][CH:20]=2)[CH:15]=[C:14]1[C:22]([OH:24])=O.[NH2:25][C@H:26]([C:30]([NH:32][CH:33]([CH:42]([OH:45])[CH2:43][F:44])[CH2:34][C:35]([O:37][C:38]([CH3:41])([CH3:40])[CH3:39])=[O:36])=[O:31])[CH:27]([CH3:29])[CH3:28]>CN(C1C=CN=CC=1)C.C(Cl)Cl>[CH3:12][N:13]1[C:21]2[C:16](=[CH:17][CH:18]=[CH:19][CH:20]=2)[CH:15]=[C:14]1[C:22]([NH:25][C@H:26]([C:30]([NH:32][CH:33]([CH:42]([OH:45])[CH2:43][F:44])[CH2:34][C:35]([O:37][C:38]([CH3:39])([CH3:40])[CH3:41])=[O:36])=[O:31])[CH:27]([CH3:28])[CH3:29])=[O:24]. Reported procedure: DMAP (95 mg, 0.78 mmol) and EDAC (200 mg, 1.04 mmol) were added as solid to a solution of 1-methylindole-2-carboxylic acid (130 mg, 0.74 mmol) and N-(valinyl)-3-amino-4-hydroxy-5-fluoropentanoic acid, t-butyl ester (227 mg, 0.74 mmol) in methylene chloride (5 mL), and the resultant solution was stirred for 1 hour under a nitrogen atmosphere at 0° C. and then 4 hours at room temperature. The reaction mixture was partitioned between ethyl acetate and 5% KHSO4 solution and the aqueous solution was ... Starting materials: COc1cc(C2CCN(CCS(C)(=O)=O)CC2)c(C)cc1N, C[O-], COc1ccc(-c2nc3ccccn3c2-c2ccnc(Cl)n2)cc1C(=O)Nc1c(F)cccc1F, ClCCl, OC(F)(F)CF, [Na+], Cc1ccc(S(=O)(=O)O)cc1. Product: COc1cc(C2CCN(CCS(C)(=O)=O)CC2)c(C)cc1Nc1nccc(-c2c(-c3ccc(OC)c(C(=O)Nc4c(F)cccc4F)c3)nc3ccccn23)n1. As a reaction SMILES: [CH3:36][c:37]1[c:38]([CH:46]2[CH2:47][CH2:48][N:49]([CH2:52][CH2:53][S:54](=[O:55])(=[O:56])[CH3:57])[CH2:50][CH2:51]2)[cH:39][c:40]([O:44][CH3:45])[c:41]([NH2:42])[cH:43]1.[CH3:75][O-:76].[Cl:1][c:2]1[n:3][cH:4][cH:5][c:6](-[c:8]2[c:9](-[c:17]3[cH:18][cH:19][c:20]([O:34][CH3:35])[c:21]([C:22](=[O:23])[NH:24][c:25]4[c:26]([F:32])[cH:27][cH:28][cH:29][c:30]4[F:31])[cH:33]3)[n:10][c:11]3[n:12]2[cH:13][cH:14][cH:15][cH:16]3)[n:7]1.[Cl:78][CH2:79][Cl:80].[F:69][CH2:70][C:71]([F:72])([F:73])[OH:74].[Na+:77].[c:58]1([CH3:59])[cH:60][cH:61][c:62]([S:63]([OH:64])(=[O:65])=[O:66])[cH:67][cH:68]1>>[c:2]1([NH:42][c:41]2[c:40]([O:44][CH3:45])[cH:39][c:38]([CH:46]3[CH2:47][CH2:48][N:49]([CH2:52][CH2:53][S:54](=[O:55])(=[O:56])[CH3:57])[CH2:50][CH2:51]3)[c:37]([CH3:36])[cH:43]2)[n:3][cH:4][cH:5][c:6](-[c:8]2[c:9](-[c:17]3[cH:18][cH:19][c:20]([O:34][CH3:35])[c:21]([C:22](=[O:23])[NH:24][c:25]4[c:26]([F:32])[cH:27][cH:28][cH:29][c:30]4[F:31])[cH:33]3)[n:10][c:11]3[n:12]2[cH:13][cH:14][cH:15][cH:16]3)[n:7]1. Reactants: C(=O)([O-])[O-].[K+].[K+] (K2CO3), ClC1=CC=C(C=C1)N(C(C)=O)[C@@H]1C[C@@H](N(C2=CC=CC=C12)C(C1=CC=C(C=C1)O)=O)C ((2S,4R)-N-(4-Chloro-phenyl)-N-[1-(4-hydroxy-benzoyl)-2-methyl-1,2,3,4-tetrahydro-quinolin-4-yl]-acetamide), BrCCCN1CCCC1 (1-(3-Bromo-propyl)-pyrrolidine). The solvent is CN(C)C=O (DMF). Reaction conditions: temperature 80 celsius. Yields the product ClC1=CC=C(C=C1)N(C(C)=O)[C@@H]1C[C@@H](N(C2=CC=CC=C12)C(C1=CC=C(C=C1)OCCCN1CCCC1)=O)C ((2S,4R)-N-(4-Chloro-phenyl)-N-{2-methyl-1-[4-(3-pyrrolidin-1-yl-propoxy)-benzoyl]-1,2,3,4-tetrahydro-quinolin-4-yl}-acetamide). The yield is 8.0%. As a reaction SMILES: [Cl:1][C:2]1[CH:7]=[CH:6][C:5]([N:8]([C@H:12]2[C:21]3[C:16](=[CH:17][CH:18]=[CH:19][CH:20]=3)[N:15]([C:22](=[O:30])[C:23]3[CH:28]=[CH:27][C:26]([OH:29])=[CH:25][CH:24]=3)[C@@H:14]([CH3:31])[CH2:13]2)[C:9](=[O:11])[CH3:10])=[CH:4][CH:3]=1.C([O-])([O-])=O.[K+].[K+].Br[CH2:39][CH2:40][CH2:41][N:42]1[CH2:46][CH2:45][CH2:44][CH2:43]1>CN(C=O)C>[Cl:1][C:2]1[CH:3]=[CH:4][C:5]([N:8]([C@H:12]2[C:21]3[C:16](=[CH:17][CH:18]=[CH:19][CH:20]=3)[N:15]([C:22](=[O:30])[C:23]3[CH:24]=[CH:25][C:26]([O:29][CH2:39][CH2:40][CH2:41][N:42]4[CH2:46][CH2:45][CH2:44][CH2:43]4)=[CH:27][CH:28]=3)[C@@H:14]([CH3:31])[CH2:13]2)[C:9](=[O:11])[CH3:10])=[CH:6][CH:7]=1 |f:1.2.3|. Procedure: (2S,4R)-N-(4-Chloro-phenyl)-N-[1-(4-hydroxy-benzoyl)-2-methyl-1,2,3,4-tetrahydro-quinolin-4-yl]-acetamide (0.1 g, 0.23 mmol) was dissolved in DMF (5 mL) at room temperature. K2CO3 (0.317 g, 2.3 mmol) was added. 1-(3-Bromo-propyl)-pyrrolidine (0.177 g, 0.92 mmol) was added and the reaction was allowed to heat to 80° C. overnight. The reaction mixture was concentrated in vacuo. The residue was partitioned between ethyl acetate and water, then extracted three times with ethyl acetate, dried over Mg...